Dataset: the Open Reaction Database (ORD), a public repository of structured organic reaction records. Task: describe an organic reaction: reactants, conditions, products, and yield Starting materials: CCOC(=O)CC(=O)OCC, CCOC(C)=O, [Cl-], [Cl-], [Cl-], [Mg+2], O=S(Cl)Cl, O=C(O)C1(c2ccccc2)CCOCC1. Product: CCOC(=O)C(C(=O)OCC)C(=O)C1(c2ccccc2)CCOCC1. Reaction SMILES: [C:1]([CH2:2][C:3](=[O:4])[O:5][CH2:6][CH3:7])(=[O:8])[O:9][CH2:10][CH3:11].[CH3:35][CH2:36][O:37][C:38]([CH3:39])=[O:40].[Cl-:12].[Cl-:14].[Cl-:30].[Mg+2:13].[S:31]([Cl:32])([Cl:33])=[O:34].[c:15]1([C:21]2([C:27](=[O:28])[OH:29])[CH2:22][CH2:23][O:24][CH2:25][CH2:26]2)[cH:16][cH:17][cH:18][cH:19][cH:20]1>>[C:1]([CH:2]([C:3](=[O:4])[O:5][CH2:6][CH3:7])[C:27]([C:21]1([c:15]2[cH:16][cH:17][cH:18][cH:19][cH:20]2)[CH2:22][CH2:23][O:24][CH2:25][CH2:26]1)=[O:28])(=[O:8])[O:9][CH2:10][CH3:11]. Reactants: C1(CC1)COC1=C(C=CC=C1)[N+](=O)[O-] (1-(cyclopropylmethoxy)-2-nitrobenzene). Reagents/catalysts: [Pd] (Pd/C). Solvent: CO (MeOH). Conditions: time 1 hour. Yields the product C1(CC1)COC1=C(N)C=CC=C1 (2-(cyclopropylmethoxy)aniline). The yield is 90.1%. Reaction SMILES: [CH:1]1([CH2:4][O:5][C:6]2[CH:11]=[CH:10][CH:9]=[CH:8][C:7]=2[N+:12]([O-])=O)[CH2:3][CH2:2]1>CO.[Pd]>[CH:1]1([CH2:4][O:5][C:6]2[CH:11]=[CH:10][CH:9]=[CH:8][C:7]=2[NH2:12])[CH2:2][CH2:3]1. Reported procedure: A mixture of 1-(cyclopropylmethoxy)-2-nitrobenzene (1.352 g, 7.00 mmol) and 10% Pd/C (0.140 g, 0.132 mmol) in MeOH (30 ml) was hydrogenated at 20 psi for 1 hour. The catalyst was filtered off, and the solvent was removed affording 2-(cyclopropylmethoxy)aniline (1.03 g, 6.31 mmol, 90% yield, MS/ESI+ 164.0 [MH]+) that was used in the next step without further purification. Reactants: COC(=O)C(CCCO[Si](C)(C)C(C)(C)C)Oc1ncnc2c1cnn2-c1ncccc1Cl, C[Al](C)C, Cc1ccccc1, N#Cc1ccc(N)nc1. Yields the product CC(C)(C)[Si](C)(C)OCCCC(Oc1ncnc2c1cnn2-c1ncccc1Cl)C(=O)Nc1ccc(C#N)cn1. RXN SMILES: [C:14]([CH3:15])([CH3:16])([CH3:17])[Si:18]([O:19][CH2:20][CH2:21][CH2:22][CH:23]([C:24](=[O:25])[O:26][CH3:27])[O:28][c:29]1[c:30]2[c:31]([n:32][cH:33][n:34]1)[n:35](-[c:38]1[n:39][cH:40][cH:41][cH:42][c:43]1[Cl:44])[n:36][cH:37]2)([CH3:45])[CH3:46].[CH3:1][Al:2]([CH3:3])[CH3:4].[CH3:47][c:48]1[cH:49][cH:50][cH:51][cH:52][cH:53]1.[NH2:5][c:6]1[n:7][cH:8][c:9]([C:10]#[N:11])[cH:12][cH:13]1>>[NH:5]([c:6]1[n:7][cH:8][c:9]([C:10]#[N:11])[cH:12][cH:13]1)[C:24]([CH:23]([CH2:22][CH2:21][CH2:20][O:19][Si:18]([C:14]([CH3:15])([CH3:16])[CH3:17])([CH3:45])[CH3:46])[O:28][c:29]1[c:30]2[c:31]([n:32][cH:33][n:34]1)[n:35](-[c:38]1[n:39][cH:40][cH:41][cH:42][c:43]1[Cl:44])[n:36][cH:37]2)=[O:25]. Reactants: C(C1=CC=CC=C1)N1CCC(CC1)=O (1-benzyl-4-piperidone), BrC1=CC=C(C=C1)OC (4-Bromoanisole), [Mg] (magnesium). The solvent is C1CCOC1 (THF), C1CCOC1 (THF), C1CCOC1 (THF). Conditions: time 27 minute. The product is C(C1=CC=CC=C1)N1CCC(CC1)(O)C1=CC=C(C=C1)OC (1-benzyl-4-(4-methoxyphenyl)piperidin-4-ol). As a reaction SMILES: Br[C:2]1[CH:7]=[CH:6][C:5]([O:8][CH3:9])=[CH:4][CH:3]=1.[Mg].[CH2:11]([N:18]1[CH2:23][CH2:22][C:21](=[O:24])[CH2:20][CH2:19]1)[C:12]1[CH:17]=[CH:16][CH:15]=[CH:14][CH:13]=1>C1COCC1>[CH2:11]([N:18]1[CH2:23][CH2:22][C:21]([C:2]2[CH:7]=[CH:6][C:5]([O:8][CH3:9])=[CH:4][CH:3]=2)([OH:24])[CH2:20][CH2:19]1)[C:12]1[CH:13]=[CH:14][CH:15]=[CH:16][CH:17]=1. Procedure: 4-Bromoanisole (13 ml, 0.1038 mol) in THF (13.5 ml) is added to a mixture of magnesium (2.24 g, 92.2 mmol) in dry THF (20 ml). When the magnesium is consumed the reagent mixture (XIII) is cooled in a ice/water bath and a mixture of 1-benzyl-4-piperidone (XII, 15 ml, 80.9 mmol) in THF (35 ml) is added dropwise over 21 minutes. The bath is then removed and the mixture stirred for 27 minutes, then poured into saturated aqueous sodium bicarbonate. The mixture is extracted several times with ether an... The reactants are [BH4-], CO, Cc1c(C(=O)C(C)C)oc2ccc(C3CC3)cc12, [Na+], C1CCOC1. Yields the product Cc1c(C(O)C(C)C)oc2ccc(C3CC3)cc12. As a reaction SMILES: [BH4-:19].[CH3:26][OH:27].[CH:1]1([c:4]2[cH:5][cH:6][c:7]3[c:8]([c:9]([CH3:17])[c:10]([C:12]([CH:13]([CH3:14])[CH3:15])=[O:16])[o:11]3)[cH:18]2)[CH2:2][CH2:3]1.[Na+:20].[O:21]1[CH2:22][CH2:23][CH2:24][CH2:25]1>>[CH:1]1([c:4]2[cH:5][cH:6][c:7]3[c:8]([c:9]([CH3:17])[c:10]([CH:12]([CH:13]([CH3:14])[CH3:15])[OH:16])[o:11]3)[cH:18]2)[CH2:2][CH2:3]1. Starting materials: BrCC1=CC=C(C=C1)C1=C(C=CC=C1)[N+](=O)[O-] (4-bromomethyl-2'-nitro-1,1'-biphenyl), C(C)(C)(C)OC(=O)NC(CC(=O)N[C@H]1C(NC2=C(CC1)C=CC=C2)=O)(C)C (3-t-butoxycarbonylamino-3-methyl-N-[2,3,4,5-tetrahydro-2-oxo-1H-1-benzazepin-3(R)-yl]-butanamide), C33H38N4O6. Product: [N+](=O)([O-])C1=C(C=CC=C1)C1=CC=C(C=C1)CN1C([C@@H](CCC2=C1C=CC=C2)NC(CC(C)(C)NC(=O)OC(C)(C)C)=O)=O (N-[1-[[(2'-Nitro)[1,1'-biphenyl]-4-yl]methyl]-2,3,4,5-tetrahydro-2-oxo-1H-1-benzazepin-3(R)-yl]-3-t-butoxycarbonylamino-3-methylbutanamide). As a reaction SMILES: Br[CH2:2][C:3]1[CH:8]=[CH:7][C:6]([C:9]2[CH:14]=[CH:13][CH:12]=[CH:11][C:10]=2[N+:15]([O-:17])=[O:16])=[CH:5][CH:4]=1.[C:18]([O:22][C:23]([NH:25][C:26]([CH3:44])([CH3:43])[CH2:27][C:28]([NH:30][C@@H:31]1[CH2:37][CH2:36][C:35]2[CH:38]=[CH:39][CH:40]=[CH:41][C:34]=2[NH:33][C:32]1=[O:42])=[O:29])=[O:24])([CH3:21])([CH3:20])[CH3:19]>>[N+:15]([C:10]1[CH:11]=[CH:12][CH:13]=[CH:14][C:9]=1[C:6]1[CH:7]=[CH:8][C:3]([CH2:2][N:33]2[C:34]3[CH:41]=[CH:40][CH:39]=[CH:38][C:35]=3[CH2:36][CH2:37][C@@H:31]([NH:30][C:28](=[O:29])[CH2:27][C:26]([NH:25][C:23]([O:22][C:18]([CH3:21])([CH3:20])[CH3:19])=[O:24])([CH3:44])[CH3:43])[C:32]2=[O:42])=[CH:4][CH:5]=1)([O-:17])=[O:16]. Reported procedure: Prepared from 4-bromomethyl-2'-nitro-1,1'-biphenyl (Example 1, Step K) and 3-t-butoxycarbonylamino-3-methyl-N-[2,3,4,5-tetrahydro-2-oxo-1H-1-benzazepin-3(R)-yl]-butanamide (Example 1, Step I) by the procedure described in Example 1, Step Q. 1H NMR (400 MHz, CDCl3): 1.34 (s, 6H), 1.41 (s, 9H), 1.83 (m, 1H), 2.35-2.70 (m, 5H), 4.50 (m, 1H), 4.84 (d, 15 Hz, 1H), 5.23 (d, 15 Hz, 1H), 5.27 (s, 1H), 6.64 (d, 7 Hz, 1H), 7.1-7.6 (m, 11H), 7.80 (d, 8 Hz, 1H). FAB-MS: calculated for C33H38N4O6 586; found ... Starting materials: BrCc1ccccc1, CC(C)(C)OC(=O)N1C(=O)CCC1CO[Si](C)(C)C(C)(C)C, C1CCOC1, C[Si](C)(C)[N-][Si](C)(C)C, [Li+]. The product is CC(C)(C)OC(=O)N1C(=O)C(Cc2ccccc2)CC1CO[Si](C)(C)C(C)(C)C. Reaction SMILES: [Br:33][CH2:34][c:35]1[cH:36][cH:37][cH:38][cH:39][cH:40]1.[C:1]([CH3:2])([CH3:3])([CH3:4])[Si:5]([O:6][CH2:7][CH:8]1[CH2:9][CH2:10][C:11](=[O:20])[N:12]1[C:13](=[O:14])[O:15][C:16]([CH3:17])([CH3:18])[CH3:19])([CH3:21])[CH3:22].[CH2:41]1[O:42][CH2:43][CH2:44][CH2:45]1.[CH3:23][Si:24]([CH3:25])([CH3:26])[N-:27][Si:28]([CH3:29])([CH3:30])[CH3:31].[Li+:32]>>[C:1]([CH3:2])([CH3:3])([CH3:4])[Si:5]([O:6][CH2:7][CH:8]1[CH2:9][CH:10]([CH2:34][c:35]2[cH:36][cH:37][cH:38][cH:39][cH:40]2)[C:11](=[O:20])[N:12]1[C:13](=[O:14])[O:15][C:16]([CH3:17])([CH3:18])[CH3:19])([CH3:21])[CH3:22].